From a dataset of the Open Reaction Database (ORD), a public repository of structured organic reaction records. describe an organic reaction: reactants, conditions, products, and yield As a reaction SMILES: FC1C=C(CN)C=NC=1.[CH3:10][C:11]1[S:12][C:13]([CH2:16][NH2:17])=[CH:14][N:15]=1.[CH:18]1([CH2:21][N:22]2[CH2:26][CH2:25][N:24]([C:27]3[S:28][C:29]([C:33](O)=[O:34])=[C:30]([CH3:32])[N:31]=3)[C:23]2=[O:36])[CH2:20][CH2:19]1>>[CH:18]1([CH2:21][N:22]2[CH2:26][CH2:25][N:24]([C:27]3[S:28][C:29]([C:33]([NH:17][CH2:16][C:13]4[S:12][C:11]([CH3:10])=[N:15][CH:14]=4)=[O:34])=[C:30]([CH3:32])[N:31]=3)[C:23]2=[O:36])[CH2:19][CH2:20]1. Reported procedure: Following the procedure as describe in Example 12, making variations as required to replace (5-fluoropyridin-3-yl)methanamine with (2-methylthiazol-5-yl)methanamine to react with 2-(3-(cyclopropylmethyl)-2-oxoimidazolidin-1-yl)-4-methylthiazole-5-carboxylic acid, the title compound was obtained as a colorless solid in 65% yield: mp 165-167° C. (dichloromethane/hexanes); 1H NMR (300 MHz, CDCl3) δ 7.00 (s, 1H), 6.30-6.27 (m, 1H), 4.60 (d, J=5.4 Hz, 2H), 4.13-4.08 (m, 2H), 3.72-3.66 (m, 2H), 3.18 (... Yield: 65.0%. Product: C1(CC1)CN1C(N(CC1)C=1SC(=C(N1)C)C(=O)NCC1=CN=C(S1)C)=O (2-(3-(cyclopropylmethyl)-2-oxoimidazolidin-1-yl)-4-methyl-N-((2-methylthiazol-5-yl)methyl)thiazole-5-carboxamide). The reactants are FC=1C=C(C=NC1)CN ((5-fluoropyridin-3-yl)methanamine), CC=1SC(=CN1)CN ((2-methylthiazol-5-yl)methanamine), C1(CC1)CN1C(N(CC1)C=1SC(=C(N1)C)C(=O)O)=O (2-(3-(cyclopropylmethyl)-2-oxoimidazolidin-1-yl)-4-methylthiazole-5-carboxylic acid). The reactants are ClC1=NC(=CC=C1[N+](=O)[O-])Cl (2,6-dichloro-3-nitropyridine), N1C=NC=C1 (imidazole), C(=O)(N1C=NC=C1)N1C=NC=C1 (carbonyldiimidazole). The reagents and catalysts are [Pd] (palladium on carbon). Product: N1(C=NC=C1)C=1N=C2N(C3=C(N=C2)N=CC=C3)C1 (2-(1H-Imidazol-1-yl)imidazo[1,2-a]pyrido[2,3-e]pyrazin). Reaction SMILES: Cl[C:2]1[C:7]([N+:8]([O-])=O)=[CH:6][CH:5]=[C:4](Cl)[N:3]=1.N1C=CN=C1.[C:17]([N:24]1[CH:28]=[CH:27][N:26]=[CH:25]1)([N:19]1[CH:23]=[CH:22][N:21]=[CH:20]1)=O>[Pd]>[N:24]1([C:17]2[N:19]=[C:23]3[CH:22]=[N:21][C:20]4[N:8]=[CH:7][CH:6]=[CH:5][C:4]=4[N:3]3[CH:2]=2)[CH:28]=[CH:27][N:26]=[CH:25]1. Reported procedure: Prepare by reaction of 2,6-dichloro-3-nitropyridine with excess imidazole followed by hydrogenation with palladium on carbon and cyclization with carbonyldiimidazole to provide the title compound. Starting materials: [N+](=O)([O-])C=1C=C(CCl)C=CC1 (3-nitrobenzyl chloride), C[O-].[Na+] (sodium methoxide). Solvent: CO (methanol). Product: COCC1=CC(=CC=C1)[N+](=O)[O-] (1-(methoxymethyl)-3-nitrobenzene). As a reaction SMILES: [N+:1]([C:4]1[CH:5]=[C:6]([CH:9]=[CH:10][CH:11]=1)[CH2:7]Cl)([O-:3])=[O:2].[CH3:12][O-:13].[Na+]>CO>[CH3:12][O:13][CH2:7][C:6]1[CH:9]=[CH:10][CH:11]=[C:4]([N+:1]([O-:3])=[O:2])[CH:5]=1 |f:1.2|. Reported procedure: A 500-milliliter flask equipped with a reflux condenser and a magnetic stirring bar was charged with 17.1 grams (0.1 mole) of 3-nitrobenzyl chloride in 200 milliliters of methanol. To this stirred solution was added 10.8 grams (0.2 mole) of sodium methoxide. Exothermic heating was observed. The reaction mixture was heated to reflux and maintained at reflux for 22 hours. The reaction mixture was then cooled, filtered, and the filtrate was transferred to a separatory funnel wherein it was diluted ... Starting materials: BrC=1C=CC2=C(OCCC3=C2SC(=C3)C(=O)NC3=C(C=CC=C3)Cl)C1 (8-bromo-N-(2-chlorophenyl)-4,5-dihydrobenzo[b]thieno[2,3-d]oxepine-2-carboxamide), COC=1C=CC(=CC1)P2(=S)SP(=S)(S2)C=3C=CC(=CC3)OC (Lawesson's reagent). The solvent is O1CCOCC1 (1,4-dioxane). Conditions: temperature 85 celsius. Yields the product BrC=1C=CC2=C(OCCC3=C2SC(=C3)C(NC3=C(C=CC=C3)Cl)=S)C1 (8-bromo-N-(2-chlorophenyl)-4,5-dihydrobenzo[b]thieno[2,3-d]oxepine-2-carbothioamide). The yield is 116.0%. Reaction SMILES: [Br:1][C:2]1[CH:3]=[CH:4][C:5]2[C:11]3[S:12][C:13]([C:15]([NH:17][C:18]4[CH:23]=[CH:22][CH:21]=[CH:20][C:19]=4[Cl:24])=O)=[CH:14][C:10]=3[CH2:9][CH2:8][O:7][C:6]=2[CH:25]=1.COC1C=CC(P2(SP(C3C=CC(OC)=CC=3)(=S)S2)=[S:35])=CC=1>O1CCOCC1>[Br:1][C:2]1[CH:3]=[CH:4][C:5]2[C:11]3[S:12][C:13]([C:15](=[S:35])[NH:17][C:18]4[CH:23]=[CH:22][CH:21]=[CH:20][C:19]=4[Cl:24])=[CH:14][C:10]=3[CH2:9][CH2:8][O:7][C:6]=2[CH:25]=1. Reported procedure: A solution of 8-bromo-N-(2-chlorophenyl)-4,5-dihydrobenzo[b]thieno[2,3-d]oxepine-2-carboxamide (10 g, 0.023 mol) in anhydrous 1,4-dioxane (400 mL) was treated with Lawesson's reagent (7.44 g, 0.018 mol) and heated at 85° C. for 4 h. The orange solution was cooled to room temperature and concentrated in vacuo. The crude product was washed with CH2Cl2 and then dried to give 8-bromo-N-(2-chlorophenyl)-4,5-dihydrobenzo[b]thieno[2,3-d]oxepine-2-carbothioamide as a yellow solid (9.41 g, yield 91%). ES... Reactants: BrC=1C(=NC=C(N1)Br)N (3,5-dibromo-pyrazin-2-ylamine), ice, ice, ClC1=C(C(=CC=C1)Cl)CO ((2,6-dichloro-phenyl)-methanol), [H-].[Na+] (sodium hydride). Solvent: O1CCCC1 (tetrahydrofuran), O1CCCC1 (tetrahydrofuran). Conditions: time 30 minute. Product: BrC=1N=C(C(=NC1)N)OCC1=C(C=CC=C1Cl)Cl (5-bromo-3-(2,6-dichloro-benzyloxy)-pyrazin-2-ylamine). The yield is 83.0%. RXN SMILES: [Cl:1][C:2]1[CH:7]=[CH:6][CH:5]=[C:4]([Cl:8])[C:3]=1[CH2:9][OH:10].[H-].[Na+].Br[C:14]1[C:15]([NH2:21])=[N:16][CH:17]=[C:18]([Br:20])[N:19]=1>O1CCCC1>[Br:20][C:18]1[N:19]=[C:14]([O:10][CH2:9][C:3]2[C:2]([Cl:1])=[CH:7][CH:6]=[CH:5][C:4]=2[Cl:8])[C:15]([NH2:21])=[N:16][CH:17]=1 |f:1.2|. Procedure details: To an ice cooled solution of (2,6-dichloro-phenyl)-methanol (5 g, 28.2 mmol) in anhydrous tetrahydrofuran (200 mL) was added sodium hydride (1.13 g, 28.2 mmol, 60% disp.) slowly under nitrogen atmosphere. After stirring for 30 minutes, 3,5-dibromo-pyrazin-2-ylamine (7.08 g, 28.2 mmol) in anhydrous tetrahydrofuran (50 mL) was added via an addition funnel. Once the addition was complete the ice bath was removed and the reaction was refluxed under nitrogen and monitored by reversed phase HPLC. Afte... Reactants: C1(=CC=C(C=C1)C=O)C (p-tolualdehyde), [N+](=O)([O-])C=1C=C(C=O)C=CC1 (m-nitrobenzaldehyde), N (ammonia), N1C=CC=C1 (pyrrole). The solvent is C(CC)(=O)O (propionic acid). Conditions: time 40 minute. The product is NC=1C=C(C=CC1)C=1C2=CC=C(N2)C(=C2C=CC(C(=C3C=CC(=C(C=4C=CC1N4)C4=CC=C(C=C4)C)N3)C3=CC=C(C=C3)C)=N2)C2=CC=C(C=C2)C (5-(-3-Aminophenyl)-10,15,20-tris(4-methylphenyl)porphyrin). Isolated yield 2.8%. As a reaction SMILES: [C:1]1([CH3:9])[CH:6]=[CH:5][C:4]([CH:7]=O)=[CH:3][CH:2]=1.[N+:10]([C:13]1[CH:14]=[C:15]([CH:18]=[CH:19][CH:20]=1)[CH:16]=O)([O-])=O.[NH:21]1[CH:25]=[CH:24][CH:23]=[CH:22]1.[NH3:26]>C(O)(=O)CC>[NH2:10][C:13]1[CH:14]=[C:15]([C:16]2[C:25]3[NH:21][C:22]([C:9]([C:1]4[CH:6]=[CH:5][C:4]([CH3:7])=[CH:3][CH:2]=4)=[C:25]4[N:21]=[C:22]([C:9]([C:1]5[CH:6]=[CH:5][C:4]([CH3:7])=[CH:3][CH:2]=5)=[C:25]5[NH:21][C:22](=[C:7]([C:4]6[CH:5]=[CH:6][C:1]([CH3:9])=[CH:2][CH:3]=6)[C:6]6[CH:1]=[CH:2][C:3]=2[N:26]=6)[CH:23]=[CH:24]5)[CH:23]=[CH:24]4)=[CH:23][CH:24]=3)[CH:18]=[CH:19][CH:20]=1. Procedure details: To a 1-L flask equipped with a mechanical stirrer, condenser, and an addition funnel were added 300 mL of propionic acid, 22.54 g (0.188 mol) of p-tolualdehyde, and 11.3 g (0.075 mol) of m-nitrobenzaldehyde. The pale yellow solution was brought to reflux, and 16.77 g (0.25 mol) of pyrrole was added as rapidly as possible, without causing any overheating. Refluxing was continued for an additional 40 min. After cooling, the mixture was filtered, and the solid porphyrin mixture was washed with cold...